Dataset: the Open Reaction Database (ORD), a public repository of structured organic reaction records. Task: describe an organic reaction: reactants, conditions, products, and yield As a reaction SMILES: Cl.C[O:3][CH:4](OC)[CH2:5][NH:6][C:7]([C:9]1[NH:10][N:11]=[C:12]([CH2:14][O:15][C:16]2[CH:21]=[CH:20][CH:19]=[CH:18][CH:17]=2)[CH:13]=1)=[O:8]>O.CC(C)=O>[OH:3][CH:4]1[N:10]2[N:11]=[C:12]([CH2:14][O:15][C:16]3[CH:21]=[CH:20][CH:19]=[CH:18][CH:17]=3)[CH:13]=[C:9]2[C:7](=[O:8])[NH:6][CH2:5]1. Isolated yield 27.0%. Run at temperature 100 celsius, time 5 minute. Yields the product OC1CNC(C=2N1N=C(C2)COC2=CC=CC=C2)=O ((rac)-7-hydroxy-2-phenoxymethyl-6,7-dihydro-5H-pyrazolo[1,5-a]pyrazin-4-one). Reported procedure: A 2M solution of HCl in H2O was added to a solution of 5-phenoxymethyl-2H-pyrazole-3-carboxylic acid (2,2-dimethoxy-ethyl)-amide (1.25 g, 4.09 mmol) in acetone (7 mL). The mixture was stirred at 100° C. for 5 minutes under microwave irradiation. The solvent was evaporated in vacuo and the residue was supported on silica gel and purified by flash column chromatography (silica; AcOEt in DCM 0/100 to 100/0, then MeOH in AcOEt 0/100 to 10/90). Desired fractions were collected and the solvents evapor... The reactants are solution, Cl (HCl), COC(CNC(=O)C=1NN=C(C1)COC1=CC=CC=C1)OC (5-phenoxymethyl-2H-pyrazole-3-carboxylic acid (2,2-dimethoxy-ethyl)-amide). The solvent is O (H2O), CC(=O)C (acetone). Yields the product C(C)OC(=O)[C@H]1CN(CCC1)C1CCN(CC1)C(=O)OC(C)(C)C ((3R)-[1,4′]Bipiperidinyl-3,1′-dicarboxylic acid 1′-tert-butyl ester 3-ethyl ester). Conditions: time 8 hour. Reagents/catalysts: CC([O-])C.CC([O-])C.CC([O-])C.CC([O-])C.[Ti+4] (titanium tetraisopropoxide). Starting materials: O (water), O=C1CCN(CC1)C(=O)OC(C)(C)C (tert-butyl 4-oxo-1-piperidinecarboxylate), N1C[C@H](C(=O)OCC)CCC1 ((R)-ethyl nipecotate), C(#N)[BH3-].[Na+] (sodium cyanoborohydride). RXN SMILES: O=[C:2]1[CH2:7][CH2:6][N:5]([C:8]([O:10][C:11]([CH3:14])([CH3:13])[CH3:12])=[O:9])[CH2:4][CH2:3]1.[NH:15]1[CH2:25][CH2:24][CH2:23][C@@H:17]([C:18]([O:20][CH2:21][CH3:22])=[O:19])[CH2:16]1.C([BH3-])#N.[Na+].O>C(O)C.ClCCl.CC(C)[O-].CC(C)[O-].CC(C)[O-].CC(C)[O-].[Ti+4]>[CH2:21]([O:20][C:18]([C@@H:17]1[CH2:23][CH2:24][CH2:25][N:15]([CH:2]2[CH2:7][CH2:6][N:5]([C:8]([O:10][C:11]([CH3:14])([CH3:13])[CH3:12])=[O:9])[CH2:4][CH2:3]2)[CH2:16]1)=[O:19])[CH3:22] |f:2.3,7.8.9.10.11|. Run in C(C)O (ethanol), C(C)O (ethanol), ClCCl (dichloromethane). Procedure details: To a mixture of tert-butyl 4-oxo-1-piperidinecarboxylate (12.40 g, 62.2 mmol) and (R)-ethyl nipecotate (1.05 eq, 65.3 mmol, 10.27 g) was added titanium tetraisopropoxide (1.25 eq, 23 mL) under nitrogen. A viscous, clear golden yellow solution was formed. After 1 h a solution of sodium cyanoborohydride (0.7 eq, 2.74 g) in anhydrous ethanol (65 mL) was added. An exothermic reaction took place and some gas evolution occurred. The solution was stirred overnight at ambient temperature then water (13 ...